The task is: describe an organic reaction: reactants, conditions, products, and yield. This data is from the Open Reaction Database (ORD), a public repository of structured organic reaction records. The reactants are ClC1=NN2C(C(=CC=C2)C=2C=NN(C2)C2=CC=C(C=C2)C)=N1 (2-chloro-8-(1-p-tolyl-1H-pyrazol-4-yl)-[1,2,4]triazolo[1,5-a]pyridine), Example 2d, C(C)(C)(C)OC(=O)N1CCC(CC1)C1=CC=C(C=C1)N (4-(4-amino-phenyl)-piperidine-1-carboxylic acid tert-butyl ester), C1(CCCCC1)P(C1=C(C=CC=C1)C1=C(C=CC=C1)P(C1CCCCC1)C1CCCCC1)C1CCCCC1 (2,2′-bis-dicyclohexylphosphanyl-biphenyl). The product is C(C)(C)(C)OC(=O)N1CCC(CC1)C1=CC=C(C=C1)NC1=NN2C(C(=CC=C2)C=2C=NN(C2)C2=CC=C(C=C2)C)=N1 (4-{4-[8-(1-p-Tolyl-1H-pyrazol-4-yl)-[1,2,4]triazolo[1,5-a]pyridine-2-ylamino]-phenyl}-piperidine-1-carboxylic acid tert-butyl ester). Reaction SMILES: Cl[C:2]1[N:22]=[C:5]2[C:6]([C:10]3[CH:11]=[N:12][N:13]([C:15]4[CH:20]=[CH:19][C:18]([CH3:21])=[CH:17][CH:16]=4)[CH:14]=3)=[CH:7][CH:8]=[CH:9][N:4]2[N:3]=1.[C:23]([O:27][C:28]([N:30]1[CH2:35][CH2:34][CH:33]([C:36]2[CH:41]=[CH:40][C:39]([NH2:42])=[CH:38][CH:37]=2)[CH2:32][CH2:31]1)=[O:29])([CH3:26])([CH3:25])[CH3:24].C1(P(C2CCCCC2)C2C=CC=CC=2C2C=CC=CC=2P(C2CCCCC2)C2CCCCC2)CCCCC1>>[C:23]([O:27][C:28]([N:30]1[CH2:35][CH2:34][CH:33]([C:36]2[CH:41]=[CH:40][C:39]([NH:42][C:2]3[N:22]=[C:5]4[C:6]([C:10]5[CH:11]=[N:12][N:13]([C:15]6[CH:20]=[CH:19][C:18]([CH3:21])=[CH:17][CH:16]=6)[CH:14]=5)=[CH:7][CH:8]=[CH:9][N:4]4[N:3]=3)=[CH:38][CH:37]=2)[CH2:32][CH2:31]1)=[O:29])([CH3:26])([CH3:24])[CH3:25]. Reported procedure: 4-{4-[8-(1-p-Tolyl-1H-pyrazol-4-yl)-[1,2,4]triazolo[1,5-a]pyridine-2-ylamino]-phenyl}-piperidine-1-carboxylic acid tert-butyl ester was prepared from 2-chloro-8-(1-p-tolyl-1H-pyrazol-4-yl)-[1,2,4]triazolo[1,5-a]pyridine and 4-(4-amino-phenyl)-piperidine-1-carboxylic acid tert-butyl ester with 2,2′-bis-dicyclohexylphosphanyl-biphenyl as the ligand in a manner analogous to Example 2d (0.265 g, 40%). MP=124-125° C. 1H NMR (400 MHz, (D3C)2SO, δ, ppm): 9.60 (s, 1H), 9.24 (s, 1H), 8.68 (d, 1H), 8.64 (... The reactants are N12CCCCCC2=NCCC1 (1,8-diazabicyclo[5.4.0]undec-7-ene), C(C1=CC=CC=C1)OC(=O)N1C[C@@H]([C@H](C1)O)CBr ((3S,4R)-1-Benzyloxycarbonyl-3-bromomethyl-4-hydroxypyrrolidine), FC(C(C(C(C(C(C(C(F)(F)F)(F)F)(F)F)(F)F)(F)F)(F)F)(F)F)(S(=O)(=O)F)F (perfluoro-1-octanesulfonylfluoride). Solvent: C1(=CC=CC=C1)C (toluene). Run at temperature 2 celsius, time 30 minute. Product: C(C1=CC=CC=C1)OC(=O)N1C[C@@H]([C@@H](C1)F)CBr ((3S,4S)-1-benzyloxycarbonyl-3-bromomethyl-4-fluoropyrrolidine). Reaction SMILES: [CH2:1]([O:8][C:9]([N:11]1[CH2:15][C@H:14](O)[C@@H:13]([CH2:17][Br:18])[CH2:12]1)=[O:10])[C:2]1[CH:7]=[CH:6][CH:5]=[CH:4][CH:3]=1.N12CCCN=C1CCCCC2.[F:30]C(F)(S(F)(=O)=O)C(F)(F)C(F)(F)C(F)(F)C(F)(F)C(F)(F)C(F)(F)C(F)(F)F>C1(C)C=CC=CC=1>[CH2:1]([O:8][C:9]([N:11]1[CH2:15][C@@H:14]([F:30])[C@@H:13]([CH2:17][Br:18])[CH2:12]1)=[O:10])[C:2]1[CH:7]=[CH:6][CH:5]=[CH:4][CH:3]=1. Reported procedure: Process B: (3S,4R)-1-Benzyloxycarbonyl-3-bromomethyl-4-hydroxypyrrolidine (492 mg) was dissolved in toluene (1 mL). To this solution, 1,8-diazabicyclo[5.4.0]undec-7-ene (0.35 mL) was added and perfluoro-1-octanesulfonylfluoride (0.42 mL) was subsequently added dropwise while the mixture was chilled in an ice water bath. The reaction mixture was stirred at 2° C. for 30 min and then at room temperature for 5 hours. Subsequently, the mixture was poured on a silica gel pad and was eluted with ethyl ... Starting materials: C(CCCCCC)OC1=CC=C(C#N)C=C1 (4-(heptyloxy)benzonitrile), Cl.NO (hydroxylamine hydrochloride), TEA. Solvent: CCO (EtOH). Reaction conditions: temperature 85 celsius. Yields the product C(CCCCCC)OC1=CC=C(/C(/N)=N/O)C=C1 ((Z)-4-(heptyloxy)-N′-hydroxybenzimidamide). Isolated yield 91.2%. RXN SMILES: [CH2:1]([O:8][C:9]1[CH:16]=[CH:15][C:12]([C:13]#[N:14])=[CH:11][CH:10]=1)[CH2:2][CH2:3][CH2:4][CH2:5][CH2:6][CH3:7].Cl.[NH2:18][OH:19]>CCO>[CH2:1]([O:8][C:9]1[CH:10]=[CH:11][C:12](/[C:13](=[N:18]/[OH:19])/[NH2:14])=[CH:15][CH:16]=1)[CH2:2][CH2:3][CH2:4][CH2:5][CH2:6][CH3:7] |f:1.2|. Procedure details: Prepared using General Procedure 2: To a stirring solution of 4-(heptyloxy)benzonitrile (1.0 g, 4.6 mmol) in EtOH (15 mL) were added hydroxylamine hydrochloride (0.96 g, 13.8 mmol) and TEA (2.22 g, 23.0 mmol). The reaction was heated to 85° C. for 2 h. The solvent was removed under reduced pressure and the residue was diluted with water (20 mL) and extracted with DCM (3×10 mL). The combined organic layers were concentrated under reduced pressure. The crude material was crystallized from isopropa... Starting materials: C(C=C)N1CC2=C(N(C=3C=CC(=CC23)C)CC(O)C=2C=NC=CC2)CC1 (2-(2-Allyl-8-methyl-1,2,3,4-tetrahydro-pyrido[4,3-b]indol-5-yl)-1-pyridin-3-yl-ethanol), CN1C(=O)N(C(=O)CC1=O)C (1,3-Dimethylbarbituric acid). Reagents/catalysts: C=1C=CC(=CC1)[P](C=2C=CC=CC2)(C=3C=CC=CC3)[Pd]([P](C=4C=CC=CC4)(C=5C=CC=CC5)C=6C=CC=CC6)([P](C=7C=CC=CC7)(C=8C=CC=CC8)C=9C=CC=CC9)[P](C=1C=CC=CC1)(C=1C=CC=CC1)C=1C=CC=CC1 (Pd(PPh3)4). Run in C(Cl)Cl (DCM). Reaction conditions: time 3 hour. Product: CC1=CC=2C3=C(N(C2C=C1)CC(O)C=1C=NC=CC1)CCNC3 (2-(8-methyl-1,2,3,4-tetrahydro-pyrido[4,3-b]indol-5-yl)-1-pyridin-3-yl-ethanol). Isolated yield 5.8%. RXN SMILES: C([N:4]1[CH2:26][CH2:25][C:7]2[N:8]([CH2:16][CH:17]([C:19]3[CH:20]=[N:21][CH:22]=[CH:23][CH:24]=3)[OH:18])[C:9]3[CH:10]=[CH:11][C:12]([CH3:15])=[CH:13][C:14]=3[C:6]=2[CH2:5]1)C=C.CN1C(=O)CC(=O)N(C)C1=O>C(Cl)Cl.C1C=CC([P]([Pd]([P](C2C=CC=CC=2)(C2C=CC=CC=2)C2C=CC=CC=2)([P](C2C=CC=CC=2)(C2C=CC=CC=2)C2C=CC=CC=2)[P](C2C=CC=CC=2)(C2C=CC=CC=2)C2C=CC=CC=2)(C2C=CC=CC=2)C2C=CC=CC=2)=CC=1>[CH3:15][C:12]1[CH:11]=[CH:10][C:9]2[N:8]([CH2:16][CH:17]([C:19]3[CH:20]=[N:21][CH:22]=[CH:23][CH:24]=3)[OH:18])[C:7]3[CH2:25][CH2:26][NH:4][CH2:5][C:6]=3[C:14]=2[CH:13]=1 |^1:44,46,65,84|. Reported procedure: 2-(2-Allyl-8-methyl-1,2,3,4-tetrahydro-pyrido[4,3-b]indol-5-yl)-1-pyridin-3-yl-ethanol (1.0 g, 2.8 mmol) was dissolved in DCM and the solution was purged with nitrogen for 5 min. 1,3-Dimethylbarbituric acid (1.34 g, 8.6 mmol) and Pd(PPh3)4 (66.5 mg, 0.056 mmol) were added and the reaction mixture was stirred at RT for 3 h. The reaction mixture was concentrated under reduced pressure, and the residue was basified with saturated aqueous potassium carbonate, and extracted with EtOAc (3×50 mL). The ... Starting materials: Cl (hydrochloric acid), N1=CC=CC=C1 (pyridine), C(C)OC1=CC=C(C=C1)C1(C(C1)(Cl)Cl)C(=O)Cl ((±)-1-(4-ethoxyphenyl)-2,2-dichlorocyclopropane-1-carboxylic acid chloride), O(C1=CC=CC=C1)C=1C=C(CO)C=CC1F (3-phenoxy-4-fluoro-benzyl alcohol). The solvent is O (water), C1(=CC=CC=C1)C (toluene), C1(=CC=CC=C1)C (toluene). Yields the product O(C1=CC=CC=C1)C=1C=C(COC(=O)C2(C(C2)(Cl)Cl)C2=CC=C(C=C2)OCC)C=CC1F ((±)-1-(4-ethoxy-phenyl)-2,2-dichlorocyclopropane- 1-carboxylic acid 3-phenoxy-4-fluorobenzyl ester). Yield: 85.2%. As a reaction SMILES: [CH2:1]([O:3][C:4]1[CH:9]=[CH:8][C:7]([C:10]2([C:15](Cl)=[O:16])[CH2:12][C:11]2([Cl:14])[Cl:13])=[CH:6][CH:5]=1)[CH3:2].[O:18]([C:25]1[CH:26]=[C:27]([CH:30]=[CH:31][C:32]=1[F:33])[CH2:28][OH:29])[C:19]1[CH:24]=[CH:23][CH:22]=[CH:21][CH:20]=1.N1C=CC=CC=1.Cl>C1(C)C=CC=CC=1.O>[O:18]([C:25]1[CH:26]=[C:27]([CH:30]=[CH:31][C:32]=1[F:33])[CH2:28][O:29][C:15]([C:10]1([C:7]2[CH:8]=[CH:9][C:4]([O:3][CH2:1][CH3:2])=[CH:5][CH:6]=2)[CH2:12][C:11]1([Cl:14])[Cl:13])=[O:16])[C:19]1[CH:20]=[CH:21][CH:22]=[CH:23][CH:24]=1. Reported procedure: 5.87 g (0.02 mole) of (±)-1-(4-ethoxyphenyl)-2,2-dichlorocyclopropane-1-carboxylic acid chloride and 4.36 g (0.02 mole) of 3-phenoxy-4-fluoro-benzyl alcohol were dissolved in 100 ml of anhydrous toluene, and 3 g of pyridine, dissolved in 50 ml of anhydrous toluene, were added dropwise at 20° to 25° C., while stirring. The reaction mixture was then stirred at 25° C. for a further 3 hours. It was poured into 150 ml of water, to which 10 ml of concentrated hydrochloric acid were added, and the orga... Starting materials: CC1([C@@H]([C@@H]1C=C1CCCC1)C(=O)O)C ((1R,cis) 2,2-dimethyl-3-(cyclopentylidenemethyl)-cyclopropane-carboxylic acid), S(=O)(Cl)Cl (thionyl chloride). Solvent: petroleum ether. The product is CC1([C@@H]([C@@H]1C=C1CCCC1)C(=O)Cl)C ((1R,cis) 2,2-dimethyl-3-(cyclopentylidenemethyl)-cyclopropane-carboxylic acid chloride). Reaction SMILES: [CH3:1][C:2]1([CH3:14])[C@@H:4]([CH:5]=[C:6]2[CH2:10][CH2:9][CH2:8][CH2:7]2)[C@H:3]1[C:11](O)=[O:12].S(Cl)([Cl:17])=O>>[CH3:1][C:2]1([CH3:14])[C@@H:4]([CH:5]=[C:6]2[CH2:10][CH2:9][CH2:8][CH2:7]2)[C@H:3]1[C:11]([Cl:17])=[O:12]. Procedure details: A mixture of (1R,cis) 2,2-dimethyl-3-(cyclopentylidenemethyl)-cyclopropane-carboxylic acid and thionyl chloride in petroleum ether (b.p.=40° to 70° C.) was refluxed to obtain (1R,cis) 2,2-dimethyl-3-(cyclopentylidenemethyl)-cyclopropane-carboxylic acid chloride which was then reacted with R,S α-hydroxy-6-phenoxy-2-pyridine-acetonitrile in benzene in the presence of pyridine to obtain (R,S)α-cyano-(6-phenoxy-2-pyridyl)-methyl (1R,cis) 2,2-dimethyl-3-(cyclopentylidenemethyl)-cyclopropane-carboxyla...